Dataset: the Open Reaction Database (ORD), a public repository of structured organic reaction records. Task: describe an organic reaction: reactants, conditions, products, and yield Reactants: N1C=CC2=CC=CC=C12 (Indole), C(C=1C(C(=O)OCC)=CC=CC1)(=O)OCC (Diethyl Phthalate). Product: C=1C=CC(=CC1)/C=C/CO (Cinnamic Alcohol). Reaction SMILES: N1[C:9]2[C:4](=[CH:5][CH:6]=[CH:7][CH:8]=2)[CH:3]=[CH:2]1.C(OCC)(=O)C1C(=CC=CC=1)[C:13](OCC)=[O:14]>>[CH:7]1[CH:6]=[CH:5][C:4](/[CH:3]=[CH:2]/[CH2:13][OH:14])=[CH:9][CH:8]=1. Procedure: Indole--10% in Diethyl Phthalate: 2%